From a dataset of the Open Reaction Database (ORD), a public repository of structured organic reaction records. describe an organic reaction: reactants, conditions, products, and yield Reaction SMILES: [CH3:1][O:2][C:3](=[O:4])[C:5]1=[C:10]([CH:11]([O:12][CH3:15])[O:13][CH3:14])[NH:9][C:8]([CH3:16])=[C:7]([C:17](=[O:18])[OH:19])[CH:6]1[c:20]1[cH:21][c:22]([N+:26](=[O:27])[O-:28])[cH:23][cH:24][cH:25]1.[CH3:30][C:31](=[O:32])[CH3:33].[CH3:34][CH2:35][O:36][C:37](=[O:38])[CH3:39].[ClH:29]>>[CH3:1][O:2][C:3](=[O:4])[C:5]1=[C:10]([CH:11]=[O:12])[NH:9][C:8]([CH3:16])=[C:7]([C:17](=[O:18])[OH:19])[CH:6]1[c:20]1[cH:21][c:22]([N+:26](=[O:27])[O-:28])[cH:23][cH:24][cH:25]1. Reactants: COC(=O)C1=C(C(OC)OC)NC(C)=C(C(=O)O)C1c1cccc([N+](=O)[O-])c1, CC(C)=O, CCOC(C)=O, Cl. Product: COC(=O)C1=C(C=O)NC(C)=C(C(=O)O)C1c1cccc([N+](=O)[O-])c1. Reactants: N#Cc1cnc2cnc(F)cc2c1Nc1ccc(F)c(Cl)c1, NCCN1CCOCC1, c1ccncc1. The product is N#Cc1cnc2cnc(NCCN3CCOCC3)cc2c1Nc1ccc(F)c(Cl)c1. Reaction SMILES: [Cl:10][c:11]1[cH:12][c:13]([NH:18][c:19]2[c:20]([C:30]#[N:31])[cH:21][n:22][c:23]3[cH:24][n:25][c:26]([F:29])[cH:27][c:28]23)[cH:14][cH:15][c:16]1[F:17].[O:1]1[CH2:2][CH2:3][N:4]([CH2:7][CH2:8][NH2:9])[CH2:5][CH2:6]1.[cH:32]1[cH:33][cH:34][n:35][cH:36][cH:37]1>>[O:1]1[CH2:2][CH2:3][N:4]([CH2:7][CH2:8][NH:9][c:26]2[n:25][cH:24][c:23]3[n:22][cH:21][c:20]([C:30]#[N:31])[c:19]([NH:18][c:13]4[cH:12][c:11]([Cl:10])[c:16]([F:17])[cH:15][cH:14]4)[c:28]3[cH:27]2)[CH2:5][CH2:6]1. The reactants are C(#N)C=CCN1CC(N(CC1)C(=O)C1=C(C=C(C#N)C=C1)F)CO (4-{[4-[3-cyanoprop-2-en-1-yl]-2-(hydroxymethyl)piperazin-1-yl]carbonyl}-3-fluorobenzonitrile), N1N=CC(=C1)C=1C2=C(N=CN1)N(C=C2)COCC[Si](C)(C)C (4-(1H-pyrazol-4-yl)-7-{[2-(trimethylsilyl)ethoxy]methyl}-7H-pyrrolo[2,3-d]pyrimidine), C([O-])([O-])=O.[K+].[K+] (potassium carbonate). Run in CN(C)C=O (DMF). Reaction conditions: time 8 hour. The product is C(#N)CC(CN1CC(N(CC1)C(=O)C1=C(C=C(C#N)C=C1)F)CO)N1N=CC(=C1)C=1C2=C(N=CN1)NC=C2 (4-{[4-{3-cyano-2-[4-(7H-pyrrolo[2,3-d]pyrimidin-4-yl)-1H-pyrazol-1-yl]propyl}-2-(hydroxymethyl)piperazin-1-yl]carbonyl}-3-fluorobenzonitrile). As a reaction SMILES: [C:1]([CH:3]=[CH:4][CH2:5][N:6]1[CH2:11][CH2:10][N:9]([C:12]([C:14]2[CH:21]=[CH:20][C:17]([C:18]#[N:19])=[CH:16][C:15]=2[F:22])=[O:13])[CH:8]([CH2:23][OH:24])[CH2:7]1)#[N:2].[NH:25]1[CH:29]=[C:28]([C:30]2[C:31]3[CH:38]=[CH:37][N:36](COCC[Si](C)(C)C)[C:32]=3[N:33]=[CH:34][N:35]=2)[CH:27]=[N:26]1.C(=O)([O-])[O-].[K+].[K+]>CN(C=O)C>[C:1]([CH2:3][CH:4]([N:25]1[CH:29]=[C:28]([C:30]2[C:31]3[CH:38]=[CH:37][NH:36][C:32]=3[N:33]=[CH:34][N:35]=2)[CH:27]=[N:26]1)[CH2:5][N:6]1[CH2:11][CH2:10][N:9]([C:12]([C:14]2[CH:21]=[CH:20][C:17]([C:18]#[N:19])=[CH:16][C:15]=2[F:22])=[O:13])[CH:8]([CH2:23][OH:24])[CH2:7]1)#[N:2] |f:2.3.4|. Reported procedure: 4-{[4-[3-cyanoprop-2-en-1-yl]-2-(hydroxymethyl)piperazin-1-yl]carbonyl}-3-fluorobenzonitrile (46 mg, 0.14 mmol, as a mixture of E- and Z-mixtures from Step 2) was combined with 4-(1H-pyrazol-4-yl)-7-{[2-(trimethylsilyl)ethoxy]methyl}-7H-pyrrolo[2,3-d]pyrimidine (29 mg, 0.093 mmol, prepared as described in WO 2007/070514 Example 65) in DMF (0.14 mL) and potassium carbonate (0.0414 g, 0.299 mmol) was added. The reaction mixture was stirred overnight. The mixture was then filtered and the filtrate ... Starting materials: CN=C(N(C)C)N(C)C(C)(C)C, COC(=O)C1=Cc2ccccc2Oc2ccc(Cl)cc21, C[N+](=O)[O-]. Yields the product COC(=O)C1c2cc(Cl)ccc2Oc2ccccc2C1C[N+](=O)[O-]. As a reaction SMILES: [C:21]([N:22]([CH3:23])[C:24](=[N:25][CH3:26])[N:27]([CH3:28])[CH3:29])([CH3:30])([CH3:31])[CH3:32].[CH3:1][O:2][C:3](=[O:4])[C:5]1=[CH:6][c:7]2[c:8]([cH:17][cH:18][cH:19][cH:20]2)[O:9][c:10]2[c:11]1[cH:12][c:13]([Cl:16])[cH:14][cH:15]2.[N+:33](=[O:34])([O-:35])[CH3:36]>>[CH3:1][O:2][C:3](=[O:4])[CH:5]1[CH:6]([CH2:36][N+:33](=[O:34])[O-:35])[c:7]2[c:8]([cH:17][cH:18][cH:19][cH:20]2)[O:9][c:10]2[c:11]1[cH:12][c:13]([Cl:16])[cH:14][cH:15]2. Reactants: CC#N, COC(C)O[Si](CCCCl)(OC(C)OC)OC(C)OC, [N-]=[N+]=[N-], [Na+]. Product: COC(C)O[Si](CCCN=[N+]=[N-])(OC(C)OC)OC(C)OC. Reaction SMILES: [CH3:25][C:26]#[N:27].[Cl:1][CH2:2][CH2:3][CH2:4][Si:5]([O:6][CH:7]([CH3:8])[O:9][CH3:10])([O:11][CH:12]([CH3:13])[O:14][CH3:15])[O:16][CH:17]([CH3:18])[O:19][CH3:20].[N-:22]=[N+:23]=[N-:24].[Na+:21]>>[CH2:2]([CH2:3][CH2:4][Si:5]([O:6][CH:7]([CH3:8])[O:9][CH3:10])([O:11][CH:12]([CH3:13])[O:14][CH3:15])[O:16][CH:17]([CH3:18])[O:19][CH3:20])[N:22]=[N+:23]=[N-:24].